From a dataset of the Open Reaction Database (ORD), a public repository of structured organic reaction records. describe an organic reaction: reactants, conditions, products, and yield Reactants: CC(=O)[O-], CO, COC(=O)C(Cl)C(C)=O, Cl, O=N[O-], Nc1ccc(F)cc1, [Na+], [Na+]. Yields the product COC(=O)C(Cl)=NNc1ccc(F)cc1. Reaction SMILES: [C:14]([O-:15])(=[O:16])[CH3:17].[CH3:28][OH:29].[Cl:19][CH:20]([C:21](=[O:22])[O:23][CH3:24])[C:25]([CH3:26])=[O:27].[ClH:9].[N:10]([O-:11])=[O:12].[NH2:1][c:2]1[cH:3][cH:4][c:5]([F:6])[cH:7][cH:8]1.[Na+:13].[Na+:18]>>[NH:1]([c:2]1[cH:3][cH:4][c:5]([F:6])[cH:7][cH:8]1)[N:10]=[C:20]([Cl:19])[C:21](=[O:22])[O:23][CH3:24]. The reactants are C1CCOC1, CC#N, COC(=O)c1ccccc1Br, [H-], [Na+]. Product: N#CCC(=O)c1ccccc1Br. As a reaction SMILES: [CH2:17]1[O:18][CH2:19][CH2:20][CH2:21]1.[CH3:3][C:4]#[N:5].[CH3:6][O:7][C:8]([c:9]1[c:10]([Br:15])[cH:11][cH:12][cH:13][cH:14]1)=[O:16].[H-:2].[Na+:1]>>[CH2:3]([C:4]#[N:5])[C:8](=[O:7])[c:9]1[c:10]([Br:15])[cH:11][cH:12][cH:13][cH:14]1. The reactants are COC1OC(CO[Si](c2ccccc2)(c2ccccc2)C(C)(C)C)C(OCc2ccccc2)C(OCc2ccccc2)C1OCc1ccc(Cl)cc1, CNc1ccccc1, CC(C)(C)[O-], Cl[Sn](Cl)(Cl)Cl, [Na+], CC(=O)[O-], CC(=O)[O-], [Pd+2]. Product: COC1OC(CO[Si](c2ccccc2)(c2ccccc2)C(C)(C)C)C(OCc2ccccc2)C(OCc2ccccc2)C1O. Reaction SMILES: [CH2:1]([c:2]1[cH:3][cH:4][cH:5][cH:6][cH:7]1)[O:8][CH:9]1[CH:10]([O:44][CH2:45][c:46]2[cH:47][cH:48][c:49]([Cl:50])[cH:51][cH:52]2)[CH:11]([O:12][CH3:13])[O:14][CH:15]([CH2:25][O:26][Si:27]([c:28]2[cH:29][cH:30][cH:31][cH:32][cH:33]2)([c:34]2[cH:35][cH:36][cH:37][cH:38][cH:39]2)[C:40]([CH3:41])([CH3:42])[CH3:43])[CH:16]1[O:17][CH2:18][c:19]1[cH:20][cH:21][cH:22][cH:23][cH:24]1.[CH3:53][NH:54][c:55]1[cH:56][cH:57][cH:58][cH:59][cH:60]1.[CH3:61][C:62]([CH3:63])([O-:64])[CH3:65].[Cl:67][Sn:68]([Cl:69])([Cl:70])[Cl:71].[Na+:66].[O-:73][C:74]([CH3:75])=[O:76].[O-:77][C:78]([CH3:79])=[O:80].[Pd+2:72]>>[CH2:1]([c:2]1[cH:3][cH:4][cH:5][cH:6][cH:7]1)[O:8][CH:9]1[CH:10]([OH:44])[CH:11]([O:12][CH3:13])[O:14][CH:15]([CH2:25][O:26][Si:27]([c:28]2[cH:29][cH:30][cH:31][cH:32][cH:33]2)([c:34]2[cH:35][cH:36][cH:37][cH:38][cH:39]2)[C:40]([CH3:41])([CH3:42])[CH3:43])[CH:16]1[O:17][CH2:18][c:19]1[cH:20][cH:21][cH:22][cH:23][cH:24]1. Starting materials: BrC1=CC2=C(N(C(C3=C(N=CC=C23)C)=O)C)C=C1OC[C@H](CC(C)C)NC(OC(C)(C)C)=O ((S)-tert-butyl (1-((9-bromo-4,6-dimethyl-5-oxo-5,6-dihydrobenzo[c][2,7]naphthyridin-8-yl)oxy)-4-methylpentan-2-yl)carbamate), CN(C)C=O (DMF). Reagents/catalysts: C=1C=CC(=CC1)/C=C/C(=O)/C=C/C2=CC=CC=C2.C=1C=CC(=CC1)/C=C/C(=O)/C=C/C2=CC=CC=C2.C=1C=CC(=CC1)/C=C/C(=O)/C=C/C2=CC=CC=C2.[Pd].[Pd] (Pd2(dba)3), C1=CC=C(C=C1)P([C-]2C=CC=C2)C3=CC=CC=C3.C1=CC=C(C=C1)P([C-]2C=CC=C2)C3=CC=CC=C3.[Fe+2] (DPPF), [C-]#N.[Zn+2].[C-]#N (zinc(II) cyanide). Solvent: O (water). Run at temperature 130 celsius. Product: C(#N)C1=CC2=C(N(C(C3=C(N=CC=C23)C)=O)C)C=C1OC[C@H](CC(C)C)NC(OC(C)(C)C)=O ((S)-tert-butyl 1-(9-cyano-4,6-dimethyl-5-oxo-5,6-dihydrobenzo[c][2,7]naphthyridin-8-yloxy)-4-methylpentan-2-ylcarbamate). Yield: 88.0%. RXN SMILES: Br[C:2]1[C:18]([O:19][CH2:20][C@@H:21]([NH:26][C:27](=[O:33])[O:28][C:29]([CH3:32])([CH3:31])[CH3:30])[CH2:22][CH:23]([CH3:25])[CH3:24])=[CH:17][C:5]2[N:6]([CH3:16])[C:7](=[O:15])[C:8]3[C:13]([C:4]=2[CH:3]=1)=[CH:12][CH:11]=[N:10][C:9]=3[CH3:14].[CH3:34][N:35](C=O)C>O.C1C=CC(/C=C/C(/C=C/C2C=CC=CC=2)=O)=CC=1.C1C=CC(/C=C/C(/C=C/C2C=CC=CC=2)=O)=CC=1.C1C=CC(/C=C/C(/C=C/C2C=CC=CC=2)=O)=CC=1.[Pd].[Pd].C1C=CC(P(C2C=CC=CC=2)[C-]2C=CC=C2)=CC=1.C1C=CC(P(C2C=CC=CC=2)[C-]2C=CC=C2)=CC=1.[Fe+2].[C-]#N.[Zn+2].[C-]#N>[C:34]([C:2]1[C:18]([O:19][CH2:20][C@@H:21]([NH:26][C:27](=[O:33])[O:28][C:29]([CH3:31])([CH3:30])[CH3:32])[CH2:22][CH:23]([CH3:25])[CH3:24])=[CH:17][C:5]2[N:6]([CH3:16])[C:7](=[O:15])[C:8]3[C:13]([C:4]=2[CH:3]=1)=[CH:12][CH:11]=[N:10][C:9]=3[CH3:14])#[N:35] |f:3.4.5.6.7,8.9.10,11.12.13|. Reported procedure: A suspension of (S)-tert-butyl (1-((9-bromo-4,6-dimethyl-5-oxo-5,6-dihydrobenzo[c][2,7]naphthyridin-8-yl)oxy)-4-methylpentan-2-yl)carbamate (2.4 g, 4.63 mmol), prepared as described in Example 3, Part A, Pd2(dba)3 (0.212 g, 0.231 mmol), DPPF (0.257 g, 0.463 mmol) and zinc(II) cyanide (0.544 g, 4.63 mmol) in DMF (20 mL) and water (1 mL) was degassed with nitrogen and heated to 130° C. overnight. Ater cooling to room temperature, the volatiles were concentrated under reduced pressure. The residue ... The reactants are [Al+3], CCOC(=O)COc1ccc(NC(=O)c2ccc(C(C)(C)C)cc2)cc1, CCOCC, [H-], [H-], [H-], [H-], [Li+], O. The product is CC(C)(C)c1ccc(C(=O)Nc2ccc(OCCO)cc2)cc1. As a reaction SMILES: [Al+3:33].[CH3:1][C:2]([CH3:3])([CH3:4])[c:5]1[cH:6][cH:7][c:8]([C:9](=[O:10])[NH:11][c:12]2[cH:13][cH:14][c:15]([O:18][CH2:19][C:20](=[O:21])[O:22][CH2:23][CH3:24])[cH:16][cH:17]2)[cH:25][cH:26]1.[CH3:27][CH2:28][O:29][CH2:30][CH3:31].[H-:32].[H-:35].[H-:36].[H-:37].[Li+:34].[OH2:38]>>[CH3:1][C:2]([CH3:3])([CH3:4])[c:5]1[cH:6][cH:7][c:8]([C:9](=[O:10])[NH:11][c:12]2[cH:13][cH:14][c:15]([O:18][CH2:19][CH2:20][OH:21])[cH:16][cH:17]2)[cH:25][cH:26]1. Starting materials: ClC1=C(C#N)C=C(C(=N1)C1=CC=C(C=C1)C)C1=CC=CC=C1 (2-chloro-6-(4-methylphenyl)-5-phenylnicotinonitrile), C1CC(=O)N(C1=O)Br (NBS), C(C1=CC=CC=C1)(=O)OOC(C1=CC=CC=C1)=O (benzoylperoxide), O=C1NC2=C(N1C1CCNCC1)C=CC=C2 (4-(2-keto-1-benzimidazolinyl)-piperidine), C(C)(C)N(CC)C(C)C (diisopropylethylamine). The solvent is C(Cl)(Cl)Cl (chloroform). Reaction conditions: time 8 hour. Yields the product ClC1=C(C#N)C=C(C(=N1)C1=CC=C(C=C1)CN1CCC(CC1)N1C(NC2=C1C=CC=C2)=O)C2=CC=CC=C2 (2-chloro-6-(4-{[4-(2-oxo-2,3-dihydro-1H-benzimidazol-1-yl)piperidin-1-yl]methyl}phenyl)-5-phenylnicotinonitrile). Reaction SMILES: [Cl:1][C:2]1[N:9]=[C:8]([C:10]2[CH:15]=[CH:14][C:13]([CH3:16])=[CH:12][CH:11]=2)[C:7]([C:17]2[CH:22]=[CH:21][CH:20]=[CH:19][CH:18]=2)=[CH:6][C:3]=1[C:4]#[N:5].C1C(=O)N(Br)C(=O)C1.C(OOC(=O)C1C=CC=CC=1)(=O)C1C=CC=CC=1.[O:49]=[C:50]1[N:54]([CH:55]2[CH2:60][CH2:59][NH:58][CH2:57][CH2:56]2)[C:53]2[CH:61]=[CH:62][CH:63]=[CH:64][C:52]=2[NH:51]1.C(N(C(C)C)CC)(C)C>C(Cl)(Cl)Cl>[Cl:1][C:2]1[N:9]=[C:8]([C:10]2[CH:15]=[CH:14][C:13]([CH2:16][N:58]3[CH2:57][CH2:56][CH:55]([N:54]4[C:53]5[CH:61]=[CH:62][CH:63]=[CH:64][C:52]=5[NH:51][C:50]4=[O:49])[CH2:60][CH2:59]3)=[CH:12][CH:11]=2)[C:7]([C:17]2[CH:22]=[CH:21][CH:20]=[CH:19][CH:18]=2)=[CH:6][C:3]=1[C:4]#[N:5]. Procedure details: A mixture of 2-chloro-6-(4-methylphenyl)-5-phenylnicotinonitrile (11-4) (1.78 g, 5.84 mmol), NBS (1.14 g, 6.42 mmol) and benzoylperoxide (0.28 g, 1.17 mmol) in chloroform (25 mL) was heated to reflux for 24 h. Concentrated in vacuo and the residue was dissolved in MeOH (15 mL) and THF (15 mL). To this solution was added 4-(2-keto-1-benzimidazolinyl)-piperidine (1.39 g, 6.42 mmol) and diisopropylethylamine (3.8 g, 29.2 mmol). The mixture was stirred overnight and concentrated. The residue was tre...